Dataset: the Open Reaction Database (ORD), a public repository of structured organic reaction records. Task: describe an organic reaction: reactants, conditions, products, and yield Reaction SMILES: [CH2:35]1[O:36][CH2:37][CH2:38][CH2:39]1.[CH3:1][O:2][C:3](=[O:4])[C:5]12[CH2:6][CH:7]3[CH:8]([N:15]4[C:16](=[O:28])[NH:17][C:18]([CH3:20])([c:21]5[cH:22][c:23]([Cl:27])[cH:24][cH:25][cH:26]5)[CH2:19]4)[CH:9]([CH2:10][CH:11]([CH2:12]1)[CH2:13]3)[CH2:14]2.[CH3:29][OH:30].[Li+:33].[OH-:32].[OH2:31].[OH2:34]>>[O:2]=[C:3]([OH:4])[C:5]12[CH2:6][CH:7]3[CH:8]([N:15]4[C:16](=[O:28])[NH:17][C:18]([CH3:20])([c:21]5[cH:22][c:23]([Cl:27])[cH:24][cH:25][cH:26]5)[CH2:19]4)[CH:9]([CH2:10][CH:11]([CH2:12]1)[CH2:13]3)[CH2:14]2. Product: CC1(c2cccc(Cl)c2)CN(C2C3CC4CC2CC(C(=O)O)(C4)C3)C(=O)N1. The reactants are C1CCOC1, COC(=O)C12CC3CC(C1)C(N1CC(C)(c4cccc(Cl)c4)NC1=O)C(C3)C2, CO, [Li+], [OH-], O, O.